This data is from the Open Reaction Database (ORD), a public repository of structured organic reaction records. The task is: describe an organic reaction: reactants, conditions, products, and yield Starting materials: CC(C)O (2-propanol), ClC1=C(C=C(C(=C1)F)[N+](=O)[O-])C (2-chloro-4-fluoro-5-nitrotoluene), C(=O)([O-])[O-].[Cs+].[Cs+] (Cs2CO3), CC(C)O (2-propanol). Yields the product ClC1=C(C=C(C(=C1)OC(C)C)[N+](=O)[O-])C (2-chloro-4-isopropoxy-5-nitrotoluene). Reaction SMILES: [Cl:1][C:2]1[CH:7]=[C:6](F)[C:5]([N+:9]([O-:11])=[O:10])=[CH:4][C:3]=1[CH3:12].C([O-])([O-])=O.[Cs+].[Cs+].[CH3:19][CH:20]([OH:22])[CH3:21]>>[Cl:1][C:2]1[CH:7]=[C:6]([O:22][CH:20]([CH3:21])[CH3:19])[C:5]([N+:9]([O-:11])=[O:10])=[CH:4][C:3]=1[CH3:12] |f:1.2.3|. Procedure: To a solution of 25 g (0.131 mol) of 2-chloro-4-fluoro-5-nitrotoluene in 250 ml of 2-propanol is added 208 g (0.659 mol, 5 eq.) of Cs2CO3. The mixture is stirred at 60° C. overnight and most of the 2-propanol is evaporated under reduced pressure. Water is added and the solution is extracted with EtOAc. The organic layers are combined, dried over MgSO4, concentrated and the crude product filtrated over a silica plug (eluent: 95/5 hexanes/EtOAc) to afford 2-chloro-4-isopropoxy-5-nitrotoluene as a ... The reactants are COC(C(CC1=CC(=C(C=C1)OC1OC(C2=CC=CC=C12)=O)OC1OC(C2=CC=CC=C12)=O)(C)NN)=O (3-[3,4-Bis-(3-oxo-1,3-dihydro-isobenzofuran-1-yloxy)-phenyl]-2-hydrazino-2-methyl-propionic acid methyl ester), IC (iodomethane). Yields the product COC(C(CC1=CC(=C(C=C1)OC)OC)(C)NN)=O (3-(3,4-Dimethoxy-phenyl)-2-hydrazino-2-methyl-propionic acid methyl ester). RXN SMILES: [CH3:1][O:2][C:3](=[O:37])[C:4]([NH:35][NH2:36])([CH3:34])[CH2:5][C:6]1[CH:11]=[CH:10][C:9]([O:12][CH:13]2C3C(=CC=CC=3)C(=O)O2)=[C:8]([O:23][CH:24]2C3C(=CC=CC=3)C(=O)O2)[CH:7]=1.IC>>[CH3:1][O:2][C:3](=[O:37])[C:4]([NH:35][NH2:36])([CH3:34])[CH2:5][C:6]1[CH:11]=[CH:10][C:9]([O:12][CH3:13])=[C:8]([O:23][CH3:24])[CH:7]=1. Procedure: Following the procedure for preparation of compound 119, and substituting bromophthalide with iodomethane, provided the title compound 120. 1H NMR (CD3OD, 400 MHz): 1.44 (s, 3H), 3.00 (dd, 2H), 3.80 (2 s, 6H), 4.77 (s, 3H), 6.71–6.86 (m, 3H). MS (ESI) m/z 269.33 (M+H+). Starting materials: [Al+3], [H-], [H-], [H-], [H-], [Li+], Cc1cc(C)c(N2CCCCC2=O)cc1N, C1CCOC1. Product: Cc1cc(C)c(N2CCCCC2)cc1N. RXN SMILES: [Al+3:2].[H-:1].[H-:4].[H-:5].[H-:6].[Li+:3].[NH2:7][c:8]1[cH:9][c:10]([N:16]2[C:17](=[O:22])[CH2:18][CH2:19][CH2:20][CH2:21]2)[c:11]([CH3:15])[cH:12][c:13]1[CH3:14].[O:23]1[CH2:24][CH2:25][CH2:26][CH2:27]1>>[NH2:7][c:8]1[cH:9][c:10]([N:16]2[CH2:17][CH2:18][CH2:19][CH2:20][CH2:21]2)[c:11]([CH3:15])[cH:12][c:13]1[CH3:14]. The reactants are ClC1=C(C=C(C(=O)O)C=C1)[N+](=O)[O-] (4-chloro-3-nitrobenzoic acid), C1(O)=CC=C(O)C=C1 (hydroquinone). Yields the product OC1=CC=C(OC2=C(C=C(C(=O)O)C=C2)[N+](=O)[O-])C=C1 (4-(4-Hydroxy-phenoxy)-3-nitro-benzoic acid). RXN SMILES: Cl[C:2]1[CH:10]=[CH:9][C:5]([C:6]([OH:8])=[O:7])=[CH:4][C:3]=1[N+:11]([O-:13])=[O:12].[C:14]1([CH:21]=[CH:20][C:18]([OH:19])=[CH:17][CH:16]=1)[OH:15]>>[OH:15][C:14]1[CH:21]=[CH:20][C:18]([O:19][C:2]2[CH:10]=[CH:9][C:5]([C:6]([OH:8])=[O:7])=[CH:4][C:3]=2[N+:11]([O-:13])=[O:12])=[CH:17][CH:16]=1. Procedure details: A mixture of 4-chloro-3-nitrobenzoic acid was reacted with hydroquinone to produce 4-(4-Hydroxy-phenoxy)-3-nitro-benzoic acid according to the procedure of Example 37A, which was treated sequentially with 3-Bromo-phenylamine using the procedure from Example 37B and reduced using the procedure from Example 37C to provide the title product. Starting materials: C(\C=C\CCCCCCC)(=O)O (trans-2-decenoic acid), C(CCCCC)S (n-hexylmercaptan). Product: C(\C=C\CCCCCCC)(SCCCCCC)=O ((E)-S-hexyl dec-2-enethioate). As a reaction SMILES: [C:1]([OH:12])(=O)/[CH:2]=[CH:3]/[CH2:4][CH2:5][CH2:6][CH2:7][CH2:8][CH2:9][CH3:10].[CH2:13]([SH:19])[CH2:14][CH2:15][CH2:16][CH2:17][CH3:18]>>[C:1](=[O:12])([S:19][CH2:13][CH2:14][CH2:15][CH2:16][CH2:17][CH3:18])/[CH:2]=[CH:3]/[CH2:4][CH2:5][CH2:6][CH2:7][CH2:8][CH2:9][CH3:10]. Procedure details: The same operation as in Example 1-1 or 1-2 was carried out using trans-2-decenoic acid and n-hexylmercaptan as starting materials to give the aimed compound. The reactants are solution, ClC1=CC=C(CC2C(CCC3=CC=C(C=C23)OC)N)C=C1 (1-(4-chlorobenzyl)-7-methoxy-1,2,3,4-tetrahydronaphthalen-2-amine), ClC=1C=C(CC2C(CCC3=CC=C(C=C23)OC)N)C=CC1Cl (1-(3,4-dichlorobenzyl)-7-methoxy-1,2,3,4-tetrahydronaphthalen-2-amine), [OH-].[Na+] (sodium hydroxide). Run in ClCCl (dichloromethane), ClCCl (dichloromethane). Run at temperature -10 celsius, time 2 hour. Product: NC1CCC=2C=CC(=CC2C1CC1=CC=C(C=C1)Cl)O (7-Amino-8-(4-chlorobenzyl)-5,6,7,8-tetrahydronaphthalen-2-ol). RXN SMILES: [Cl:1][C:2]1[CH:21]=[CH:20][C:5]([CH2:6][CH:7]2[C:16]3[C:11](=[CH:12][CH:13]=[C:14]([O:17]C)[CH:15]=3)[CH2:10][CH2:9][CH:8]2[NH2:19])=[CH:4][CH:3]=1.ClC1C=C(C=CC=1Cl)CC1C2C(=CC=C(OC)C=2)CCC1N.[OH-].[Na+]>ClCCl>[NH2:19][CH:8]1[CH:7]([CH2:6][C:5]2[CH:4]=[CH:3][C:2]([Cl:1])=[CH:21][CH:20]=2)[C:16]2[CH:15]=[C:14]([OH:17])[CH:13]=[CH:12][C:11]=2[CH2:10][CH2:9]1 |f:2.3|. Procedure details: 1-(4-chlorobenzyl)-7-methoxy-1,2,3,4-tetrahydronaphthalen-2-amine (13.18 g, 43.7 mmol, prepared analogously to 1-(3,4-dichlorobenzyl)-7-methoxy-1,2,3,4-tetrahydronaphthalen-2-amine cf. example 3) was dissolved in dichloromethane (200 mL). The solution was cooled to −10° C. and a 1 M solution of borontribromide in dichloromethane (131 mL, 131 mmol) was slowly added. The reaction mixture was allowed to warm to room temperature and stirring was continued for 2 h. The reaction mixture was poured on ...